This data is from the Open Reaction Database (ORD), a public repository of structured organic reaction records. The task is: describe an organic reaction: reactants, conditions, products, and yield Reactants: 26.53, FC=1C=C(C=CC1)[C@@H]1CN(CC[C@H]1C(=O)OCC)C.FC=1C=C(C=CC1)[C@@H]1CN(CC[C@@H]1C(=O)OCC)C (trans-ethyl 3-(3-fluorophenyl)-1-methyl-4-piperidinecarboxylate cis-ethyl 3-(3-fluorophenyl)-1-methyl-4-piperidinecarboxylate), [OH-].[K+] (potassium hydroxide), CO (methanol), 78, C (charcoal). Solvent: CC(C)O (2-propanol). Conditions: time 3 hour. Yields the product 26.1, O.O.O.O.FC=1C=C(C=CC1)[C@@H]1CN(CC[C@H]1C(=O)[O-])C.[K+] (potassium (±)-trans-3-(3-fluorophenyl)-1-methyl-4-piperidinecarboxylate tetrahydrate). The yield is 75.0%. RXN SMILES: [F:1][C:2]1[CH:3]=[C:4]([C@H:8]2[C@H:13]([C:14]([O:16]CC)=[O:15])[CH2:12][CH2:11][N:10]([CH3:19])[CH2:9]2)[CH:5]=[CH:6][CH:7]=1.FC1C=C([C@H]2[C@@H](C(OCC)=[O:34])CCN(C)C2)C=CC=1.[OH-:39].[K+:40].CO.C>CC(O)C>[OH2:15].[OH2:34].[OH2:39].[OH2:15].[F:1][C:2]1[CH:3]=[C:4]([C@H:8]2[C@H:13]([C:14]([O-:16])=[O:15])[CH2:12][CH2:11][N:10]([CH3:19])[CH2:9]2)[CH:5]=[CH:6][CH:7]=1.[K+:40] |f:0.1,2.3,7.8.9.10.11.12|. Reported procedure: A mixture of 26.53 parts of trans-ethyl 3-(3-fluorophenyl)-1-methyl-4-piperidinecarboxylate: cis-ethyl 3-(3-fluorophenyl)-1-methyl-4-piperidinecarboxylate (40:60), 6.52 parts of potassium hydroxide and 80 parts of methanol was stirred for 3 hours at reflux temperature. After the addition of 78 parts of 2-propanol, the reaction mixture was treated with charcoal. The whole was filtered and the filtrate was evaporated to near dryness in vacuo. The residue was treated with 7.2 parts of water and the...